From a dataset of the Open Reaction Database (ORD), a public repository of structured organic reaction records. describe an organic reaction: reactants, conditions, products, and yield As a reaction SMILES: [C:1]([O:4][CH2:5][CH2:6][CH2:7][N:8]1[C:13](=[O:14])[C:12]2[NH:15][C:16]([C:18]3[CH:23]=[CH:22][CH:21]=[C:20]([O:24][C:25]([F:28])([F:27])[F:26])[CH:19]=3)=[CH:17][C:11]=2[N:10]([CH3:29])[C:9]1=[O:30])(=[O:3])[CH3:2].[Cl:31][C:32]1[CH:37]=[CH:36][C:35]([CH2:38]Cl)=[CH:34][CH:33]=1.C([O-])([O-])=O.[K+].[K+]>CN(C=O)C.CC(=O)OCC.[Cl-].[Na+].O>[C:1]([O:4][CH2:5][CH2:6][CH2:7][N:8]1[C:13](=[O:14])[C:12]2[N:15]([CH2:38][C:35]3[CH:36]=[CH:37][C:32]([Cl:31])=[CH:33][CH:34]=3)[C:16]([C:18]3[CH:23]=[CH:22][CH:21]=[C:20]([O:24][C:25]([F:26])([F:27])[F:28])[CH:19]=3)=[CH:17][C:11]=2[N:10]([CH3:29])[C:9]1=[O:30])(=[O:3])[CH3:2] |f:2.3.4,7.8.9|. The yield is 38.7%. The product is C(C)(=O)OCCCN1C(N(C2=C(C1=O)N(C(=C2)C2=CC(=CC=C2)OC(F)(F)F)CC2=CC=C(C=C2)Cl)C)=O (3-(5-(4-chlorobenzyl)-1-methyl-2,4-dioxo-6-(3-(trifluoromethoxy)phenyl)-1H-pyrrolo[3,2-d]pyrimidin-3(2H,4H,5H)-yl)propyl acetate). The reactants are C(=O)([O-])[O-].[K+].[K+] (K2CO3), C(C)(=O)OCCCN1C(N(C2=C(C1=O)NC(=C2)C2=CC(=CC=C2)OC(F)(F)F)C)=O (3-(1-methyl-2,4-dioxo-6-(3-(trifluoromethoxy)phenyl)-1H-pyrrolo[3,2-d]pyrimidin-3(2H,4H,5H)-yl)propyl acetate), C(C)(=O)OCCCN1C(N(C2=C(C1=O)NC(=C2)C2=CC(=CC=C2)OC(F)(F)F)C)=O (3-(1-methyl-2,4-dioxo-6-(3-(trifluoromethoxy)phenyl)-1H-pyrrolo[3,2-d]pyrimidin-3(2H,4H,5H)-yl)propyl acetate), ClC1=CC=C(C=C1)CCl (1-chloro-4-(chloromethyl)benzene). Procedure details: To a solution of tert-butyl 3-(1-methyl-2,4-dioxo-6-(3-(trifluoromethoxy)phenyl)-1H-pyrrolo[3,2-d]pyrimidin-3(2H,4H,5H)-yl)propyl acetate (See Intermediate 1, 60 mg, 0.141 mmol) in DMF (2 mL) was added 1-chloro-4-(chloromethyl)benzene (45.4 mg, 0.282 mmol), followed by K2CO3 (58.5 mg, 0.423 mmol). The reaction was heated at 85° C. for 18 h, cooled to RT then diluted with EA (10 mL) and brine (5 mL). The organic layer was washed with aq. 1N LiCl (3×20 mL), dried over Na2SO4 and concentrated to a ... Run at temperature 85 celsius. The solvent is CC(OCC)=O (EA), [Cl-].[Na+].O (brine), CN(C)C=O (DMF). The reactants are C1CCOC1, CO, COC(=O)Cc1ccc2nc(Nc3c(C)cccc3Cl)oc2c1F, [Na+], [OH-]. RXN SMILES: [CH2:27]1[O:28][CH2:29][CH2:30][CH2:31]1.[CH3:32][OH:33].[Cl:1][c:2]1[c:3]([NH:9][c:10]2[o:11][c:12]3[c:13]([n:14]2)[cH:15][cH:16][c:17]([CH2:20][C:21](=[O:22])[O:23][CH3:24])[c:18]3[F:19])[c:4]([CH3:8])[cH:5][cH:6][cH:7]1.[Na+:26].[OH-:25]>>[Cl:1][c:2]1[c:3]([NH:9][c:10]2[o:11][c:12]3[c:13]([n:14]2)[cH:15][cH:16][c:17]([CH2:20][C:21](=[O:22])[OH:23])[c:18]3[F:19])[c:4]([CH3:8])[cH:5][cH:6][cH:7]1. The product is Cc1cccc(Cl)c1Nc1nc2ccc(CC(=O)O)c(F)c2o1.